This data is from the Open Reaction Database (ORD), a public repository of structured organic reaction records. The task is: describe an organic reaction: reactants, conditions, products, and yield Starting materials: CN1C(=NC=C1)SCCCCC(=O)O (5-(1-methyl-1H-imidazol-2-ylthio)pentanoic acid), BrCCC(=O)O (3-bromopropanoic acid). The product is CN1C(=NC=C1)SCCC(=O)O (3-(1-methyl-1H-imidazol-2-ylthio)propanoic acid). As a reaction SMILES: [CH3:1][N:2]1[CH:6]=[CH:5][N:4]=[C:3]1[S:7]CCCCC(O)=O.Br[CH2:16][CH2:17][C:18]([OH:20])=[O:19]>>[CH3:1][N:2]1[CH:6]=[CH:5][N:4]=[C:3]1[S:7][CH2:16][CH2:17][C:18]([OH:20])=[O:19]. Procedure: 3-(1-methyl-1H-imidazol-2-ylthio)propanoic acid 28a was prepared as described for 5-(1-methyl-1H-imidazol-2-ylthio)pentanoic acid (Tweit, et al. (1973) J. Med. Chem. 16:1161), except that 3-bromopropanoic acid was used as the starting material. 1H NMR (400 MHz, CDCl3): 2.62-2.65 (t, 2H, J=6.4 Hz), 3.13-3.16 (t, 2H, J=6.4 Hz), 3.73 (s, 3H), 7.34-7.35 (d, 1H, J=2.1 Hz), 7.38-7.39 (d, 1H, J=2.1 Hz), 11 (br s, 1H). MS (ESI): 187 [M+H]+. Reactants: O=C([O-])O, COC(=O)c1c(Br)ccc(NC(C)=O)c1[N+](=O)[O-], CO, [Na+]. Product: COC(=O)c1c(Br)ccc(N)c1[N+](=O)[O-]. RXN SMILES: [C:19](=[O:20])([O-:21])[OH:22].[C:1](=[O:2])([CH3:3])[NH:4][c:5]1[c:6]([N+:16](=[O:17])[O-:18])[c:7]([C:8](=[O:9])[O:10][CH3:11])[c:12]([Br:15])[cH:13][cH:14]1.[CH3:24][OH:25].[Na+:23]>>[NH2:4][c:5]1[c:6]([N+:16](=[O:17])[O-:18])[c:7]([C:8](=[O:9])[O:10][CH3:11])[c:12]([Br:15])[cH:13][cH:14]1. The reactants are C(C)OC(=O)C1=CC=CC(=N1)C(=O)O (6-ethoxycarbonyl-2-pyridinecarboxylic acid), Cl.C(C)OC([C@H]1N(CCC1)C([C@@H](N)C)=O)=O (L-alanyl-L-proline ethyl ester hydrochloride), C1(CCCCC1)N=C=NC1CCCCC1 (N,N'-dicyclohexyl carbodiimide). Run in N1=CC=CC=C1 (pyridine). Conditions: time 20 minute. Product: C(C)OC([C@H]1N(CCC1)C([C@@H](NC(=O)C1=CC=CC(=N1)C(=O)OCC)C)=O)=O (N-[(2-Ethoxycarbonyl-6-pyridinyl)carbonyl]-L-alanyl-L-proline ethyl ester). Yield: 49.6%. Reaction SMILES: [CH2:1]([O:3][C:4]([C:6]1[N:11]=[C:10]([C:12]([OH:14])=O)[CH:9]=[CH:8][CH:7]=1)=[O:5])[CH3:2].Cl.[CH2:16]([O:18][C:19](=[O:30])[C@@H:20]1[CH2:24][CH2:23][CH2:22][N:21]1[C:25](=[O:29])[C@H:26]([CH3:28])[NH2:27])[CH3:17].C1(N=C=NC2CCCCC2)CCCCC1>N1C=CC=CC=1>[CH2:16]([O:18][C:19](=[O:30])[C@@H:20]1[CH2:24][CH2:23][CH2:22][N:21]1[C:25](=[O:29])[C@H:26]([CH3:28])[NH:27][C:12]([C:10]1[N:11]=[C:6]([C:4]([O:3][CH2:1][CH3:2])=[O:5])[CH:7]=[CH:8][CH:9]=1)=[O:14])[CH3:17] |f:1.2|. Reported procedure: To a stirred solution of 4.31 g (0.022 mol) of 6-ethoxycarbonyl-2-pyridinecarboxylic acid in 100 ml of anhydrous pyridine, there are added 5.5 g (0.022 mol) of L-alanyl-L-proline ethyl ester hydrochloride and 4.6 g of N,N'-dicyclohexyl carbodiimide. Stirring is continued for 20 minutes at room temperature, and the bulky precipitate of dicyclohexyl urea is filtered and washed with acetone. The solvent from the filtrate and washings is distilled off under reduced pressure and the crude product obt... The reactants are O(S(=O)(=O)C(F)(F)F)CC(CCCCC)CCC (2-propyl-1-heptyl triflate), CC=1C=NC=C(C1C1=C(C=C(C=C1C)C=CC1=CC=C(C=C1)C(C#N)C#N)C)C (2-(4-{2-[4-(3,5-dimethyl-pyridin-4-yl)-3,5-dimethyl-phenyl]-vinyl}-phenyl)-malononitrile), C[O-].[Na+] (sodium methoxide), pyridinium salt. Run in C(Cl)Cl (CH2Cl2), CO (methanol). Run at time 4 hour. Yields the product CC1=CN(C=C(C1=C1C(=CC(C=C1C)=CC=C1C=CC(C=C1)=C(C#N)C#N)C)C)CC(CCCCC)CCC (2-[4-(2-{4-[3,5-dimethyl-1-(2-propyl-heptyl)-1H-pyridin-4-ylidene]-3,5-dimethyl-cyclohexa-2,5-dienylidene}-ethylidene)-cyclohexa-2,5-dienylidene]-malononitrile). The yield is 65.7%. RXN SMILES: O([CH2:9][CH:10]([CH2:16][CH2:17][CH3:18])[CH2:11][CH2:12][CH2:13][CH2:14][CH3:15])S(C(F)(F)F)(=O)=O.[CH3:19][C:20]1[CH:21]=[N:22][CH:23]=[C:24]([CH3:47])[C:25]=1[C:26]1[C:31]([CH3:32])=[CH:30][C:29]([CH:33]=[CH:34][C:35]2[CH:40]=[CH:39][C:38]([CH:41]([C:44]#[N:45])[C:42]#[N:43])=[CH:37][CH:36]=2)=[CH:28][C:27]=1[CH3:46].C[O-].[Na+]>C(Cl)Cl.CO>[CH3:19][C:20]1[C:25](=[C:26]2[C:27]([CH3:46])=[CH:28][C:29](=[CH:33][CH:34]=[C:35]3[CH:40]=[CH:39][C:38](=[C:41]([C:42]#[N:43])[C:44]#[N:45])[CH:37]=[CH:36]3)[CH:30]=[C:31]2[CH3:32])[C:24]([CH3:47])=[CH:23][N:22]([CH2:9][CH:10]([CH2:16][CH2:17][CH3:18])[CH2:11][CH2:12][CH2:13][CH2:14][CH3:15])[CH:21]=1 |f:2.3|. Procedure details: To a solution of 2-propyl-1-heptanol (0.81 g, 5.1 mmol) in dry CH2Cl2 (15 mL) was added dropwise a solution of trifluoromethanesulfonic anhydride (1.77 g, 6.10 mmol) in the same solvent (5 mL). After stirring at room temperature for 20 min, the reaction mixture was poured into ice (40 mL), and neutralized with saturated aqueous NaHCO3 solution. The organic layer was separated, washed with water, dried over anhydrous Na2SO4, filtered, and concentrated in vacuo to give nearly pure 2-propyl-1-hepty... Reactants: IC1=CC=C(N)C=C1 (4-iodoaniline), FC(C(=O)O)(F)F.ClC1=CC=C2C(=C1)NC(C21C(NC(C1C1=C(C(=CC=C1)Cl)F)C(=O)O)CC(C)(C)C)=O (rac-(2′S,3′R,4′S,5′R)-6-chloro-4′-(3-chloro-2-fluoro-phenyl)-2′-(2,2-dimethyl-propyl)-2-oxo-1,2-dihydro-spiro[indole-3,3′-pyrrolidine]-5′-carboxylic acid trifluoroacetic acid), C(C)(C)N(CC)C(C)C (diisopropylethylamine), C1(=CC=CC=C1)P(=O)(C1=CC=CC=C1)Cl (diphenylphosphinic chloride). Yields the product IC1=CC=C(C=C1)NC(=O)C1C(C2(C(N1)CC(C)(C)C)C(NC1=CC(=CC=C12)Cl)=O)C1=C(C(=CC=C1)Cl)F (rac-(2′S,3′R,4′S,5′R)-6-chloro-4′-(3-chloro-2-fluoro-phenyl)-2′-(2,2-dimethyl-propyl)-2-oxo-1,2-dihydro-spiro[indole-3,3′-pyrrolidine]-5′-carboxylic acid (4-iodo-phenyl)-amide), solid. The yield is 38.0%. As a reaction SMILES: FC(F)(F)C(O)=O.[Cl:8][C:9]1[CH:14]=[C:13]2[NH:15][C:16](=[O:38])[C:17]3([CH:21]([C:22]4[CH:27]=[CH:26][CH:25]=[C:24]([Cl:28])[C:23]=4[F:29])[CH:20]([C:30](O)=[O:31])[NH:19][CH:18]3[CH2:33][C:34]([CH3:37])([CH3:36])[CH3:35])[C:12]2=[CH:11][CH:10]=1.C(N(C(C)C)CC)(C)C.C1(P(Cl)(C2C=CC=CC=2)=O)C=CC=CC=1.[I:63][C:64]1[CH:70]=[CH:69][C:67]([NH2:68])=[CH:66][CH:65]=1>>[I:63][C:64]1[CH:70]=[CH:69][C:67]([NH:68][C:30]([CH:20]2[NH:19][CH:18]([CH2:33][C:34]([CH3:36])([CH3:35])[CH3:37])[C:17]3([C:12]4[C:13](=[CH:14][C:9]([Cl:8])=[CH:10][CH:11]=4)[NH:15][C:16]3=[O:38])[CH:21]2[C:22]2[CH:27]=[CH:26][CH:25]=[C:24]([Cl:28])[C:23]=2[F:29])=[O:31])=[CH:66][CH:65]=1 |f:0.1|. Procedure: In a manner similar to the method described in Example 5, rac-(2′S,3′R,4′S,5′R)-6-chloro-4′-(3-chloro-2-fluoro-phenyl)-2′-(2,2-dimethyl-propyl)-2-oxo-1,2-dihydro-spiro[indole-3,3′-pyrrolidine]-5′-carboxylic acid trifluoroacetic acid prepared in Example 4 (0.2 g, 0.36 mmol), was reacted with diisopropylethylamine (0.18 g, 1.4 mmol), diphenylphosphinic chloride (0.25 g, 1.1 mmol), then reacted with 4-iodoaniline (Aldrich) (0.093 g, 0.43 mmol) to give rac-(2′S,3′R,4′S,5′R)-6-chloro-4′-(3-chloro-2-f...